This data is from the Open Reaction Database (ORD), a public repository of structured organic reaction records. The task is: describe an organic reaction: reactants, conditions, products, and yield Reactants: O=[N+]([O-])c1ccc2c(c1)CC(N(Cc1ccccc1)CC(O)COc1ccccc1)CCC2, CCO, [Cl-], [Fe], [NH4+], O. Product: Nc1ccc2c(c1)CC(N(Cc1ccccc1)CC(O)COc1ccccc1)CCC2. As a reaction SMILES: [CH2:3]([c:4]1[cH:5][cH:6][cH:7][cH:8][cH:9]1)[N:10]([CH:11]1[CH2:12][c:13]2[c:14]([cH:18][cH:19][c:20]([N+:22]([O-:23])=[O:24])[cH:21]2)[CH2:15][CH2:16][CH2:17]1)[CH2:25][CH:26]([CH2:27][O:28][c:29]1[cH:30][cH:31][cH:32][cH:33][cH:34]1)[OH:35].[CH3:36][CH2:37][OH:38].[Cl-:1].[Fe:40].[NH4+:2].[OH2:39]>>[CH2:3]([c:4]1[cH:5][cH:6][cH:7][cH:8][cH:9]1)[N:10]([CH:11]1[CH2:12][c:13]2[c:14]([cH:18][cH:19][c:20]([NH2:22])[cH:21]2)[CH2:15][CH2:16][CH2:17]1)[CH2:25][CH:26]([CH2:27][O:28][c:29]1[cH:30][cH:31][cH:32][cH:33][cH:34]1)[OH:35]. Reactants: ClC(C)NC(=O)Cl (1-chloroethylcarbamyl chloride). Run in C(CCCCCN=C=O)N=C=O (hexamethylene diisocyanate). Yields the product C(=C)N=C=O (vinyl isocyanate), ClC(C)N=C=O (1-chloroethyl isocyanate). Isolated yield 17.7%. As a reaction SMILES: [Cl:1][CH:2]([NH:4][C:5](Cl)=[O:6])[CH3:3]>C(N=C=O)CCCCCN=C=O>[CH:2]([N:4]=[C:5]=[O:6])=[CH2:3].[Cl:1][CH:2]([N:4]=[C:5]=[O:6])[CH3:3]. Procedure details: 563 parts of 1-chloroethylcarbamyl chloride are dissolved in 2,800 parts by volume of hexamethylene diisocyanate. The solution, totalling 3,100 parts by volume, is introduced in 3 portions (500, 1,500 and 1,100 parts by volume) with different residence times (150, 310 and 225 minutes respectively) into a thin film evaporator operated under atmospheric pressure, with a counter-current of nitrogen. The jacket temperature is 73°-75° C. and the material passes over at 48°-54° C. The reaction product... Starting materials: Cl, CNC(=O)Cc1cccc(-c2ccc(C(O)(c3cn(C(c4ccccc4)(c4ccccc4)c4ccccc4)cn3)C(C)C)cc2)c1, c1ccncc1. Yields the product CNC(=O)Cc1cccc(-c2ccc(C(O)(c3c[nH]cn3)C(C)C)cc2)c1. As a reaction SMILES: [ClH:47].[OH:1][C:2]([CH:3]([CH3:4])[CH3:5])([c:6]1[n:7][cH:8][n:9]([C:11]([c:12]2[cH:13][cH:14][cH:15][cH:16][cH:17]2)([c:18]2[cH:19][cH:20][cH:21][cH:22][cH:23]2)[c:24]2[cH:25][cH:26][cH:27][cH:28][cH:29]2)[cH:10]1)[c:30]1[cH:31][cH:32][c:33](-[c:36]2[cH:37][c:38]([CH2:42][C:43](=[O:44])[NH:45][CH3:46])[cH:39][cH:40][cH:41]2)[cH:34][cH:35]1.[n:48]1[cH:49][cH:50][cH:51][cH:52][cH:53]1>>[OH:1][C:2]([CH:3]([CH3:4])[CH3:5])([c:6]1[n:7][cH:8][nH:9][cH:10]1)[c:30]1[cH:31][cH:32][c:33](-[c:36]2[cH:37][c:38]([CH2:42][C:43](=[O:44])[NH:45][CH3:46])[cH:39][cH:40][cH:41]2)[cH:34][cH:35]1. The reactants are BrC1=C(C=C(C(=O)NN)C=C1)C (4-Bromo-3-methylbenzoic hydrazide), C(C)(=O)OC(C)=O (acetic anhydride). The product is C(C)(=O)NNC(C1=CC(=C(C=C1)Br)C)=O (N'-Acetyl 4-bromo-3-methylbenzoic hydrazide). Reaction SMILES: [Br:1][C:2]1[CH:11]=[CH:10][C:5]([C:6]([NH:8][NH2:9])=[O:7])=[CH:4][C:3]=1[CH3:12].[C:13](OC(=O)C)(=[O:15])[CH3:14]>>[C:13]([NH:9][NH:8][C:6](=[O:7])[C:5]1[CH:10]=[CH:11][C:2]([Br:1])=[C:3]([CH3:12])[CH:4]=1)(=[O:15])[CH3:14]. Reported procedure: 4-Bromo-3-methylbenzoic hydrazide (D30, 7.5 g) was suspended in acetic anhydride (7 ml) giving rise to an exothermic reaction. The reaction mixture was cooled to room temperature and the product collected. The solid was washed with ethanol and diethyl ether to afford the title compound as a white powder (5.5 g). Reactants: C1=CC=CC2=C1C(NC1=C(S2)C=CC=C1)=O (dibenzo[b,f][1,4]thiazepine-11(10-H)one), P(=O)(Cl)(Cl)Cl (phosphorous oxychloride), CN(C1=CC=CC=C1)C (N,N-dimethylaniline), ether-hexane, N(Cl)Cl (imino chloride), lactam. Product: ClC1=NC2=C(SC3=C1C=CC=C3)C=CC=C2 (11-Chloro-dibenzo[b,f][1,4]thiazepine). As a reaction SMILES: [CH:1]1[C:6]2[C:7](=O)[NH:8][C:9]3[CH:15]=[CH:14][CH:13]=[CH:12][C:10]=3[S:11][C:5]=2[CH:4]=[CH:3][CH:2]=1.P(Cl)(Cl)([Cl:19])=O.CN(C)C1C=CC=CC=1.N(Cl)Cl>>[Cl:19][C:7]1[C:6]2[CH:1]=[CH:2][CH:3]=[CH:4][C:5]=2[S:11][C:10]2[CH:12]=[CH:13][CH:14]=[CH:15][C:9]=2[N:8]=1. Reported procedure: A 2 liter round-bottom flask equipped with a magnetic stirring bar and reflux condenser with a nitrogen inlet was charged with 115.0 g (0.506 mole) of dibenzo[b,f][1,4]thiazepine-11(10-H)one, phosphorous oxychloride 700 ml (7.5 moles) and N,N-dimethylaniline 38.0 g (0.313 mole). The grey suspension was heated to gentle refluxing using a heating mantle. After 6 hours of heating, the resulting amber solution was allowed to cool to room temperature (from about 18°-25°C.) and was analyzed by thin-la... The reactants are Grignard reagent, C1COC2(CCC(CC2)=O)O1 (1,4-cyclohexanedione mono-ethylene ketal), BrC(C)(C)C1=CC(=CC=C1)Cl (2-bromo-2-(3-chlorophenyl)propane), [Mg] (magnesium). The solvent is O1CCCC1 (tetrahydrofuran), O1CCCC1 (tetrahydrofuran), O1CCCC1 (tetrahydrofuran). Run at time 18 hour. Product: Grignard reagent, BrC(C)(C)C1=CC(=CC=C1)Cl (2-bromo-2-(3-chlorophenyl)propane), ClC=1C=C(C=CC1)C(C)(C)C1=CCC(CC1)=O (1-[2-(3-chlorophenyl)propan-2-yl]-1-cyclohexen-4-one). As a reaction SMILES: [Br:1][C:2]([C:5]1[CH:10]=[CH:9][CH:8]=[C:7]([Cl:11])[CH:6]=1)([CH3:4])[CH3:3].[Mg].C1O[C:16]2([CH2:21][CH2:20][C:19](=O)[CH2:18][CH2:17]2)[O:15]C1>O1CCCC1>[Br:1][C:2]([C:5]1[CH:10]=[CH:9][CH:8]=[C:7]([Cl:11])[CH:6]=1)([CH3:4])[CH3:3].[Cl:11][C:7]1[CH:6]=[C:5]([C:2]([C:19]2[CH2:20][CH2:21][C:16](=[O:15])[CH2:17][CH:18]=2)([CH3:4])[CH3:3])[CH:10]=[CH:9][CH:8]=1. Procedure: The Grignard reagent of 2-bromo-2-(3-chlorophenyl)propane is prepared by adding dropwise a solution of 9.3 grams (0.040 mole) of 2-bromo-2-(3-chlorophenyl)propane in 45 mL of dry tetrahydrofuran to 1.1 grams (0.044 mole) of magnesium turnings in 25 mL of refluxing tetrahydrofuran. Upon completion of addition, the Grignard reagent is stirred at reflux for one hour. The reaction mixture is then cooled in an ice-water bath, and a solution of 6.2 grams (0.040 mole) of 1,4-cyclohexanedione mono-ethyl... Starting materials: COC(CN(CC1=CC=C(C=C1)N(C)C)S(=O)(=O)C1=CC=C(C=C1)OCC1CC1)=O ([(4-Cyclopropylmethoxy-benzenesulfonyl)-(4-dimethylamino-benzyl)-amino]-acetic acid methyl ester), O.[OH-].[Li+] (lithium hydroxide monohydrate), O (H2O), Cl (HCl). Run in C1CCOC1 (THF). Run at time 4 hour. Yields the product C1(CC1)COC1=CC=C(C=C1)S(=O)(=O)N(CC1=CC=C(C=C1)N(C)C)CC(=O)O ([(4-Cyclopropylmethoxy-benzenesulfonyl)-(4-dimethylamino-benzyl)-amino]-acetic acid). As a reaction SMILES: C[O:2][C:3](=[O:30])[CH2:4][N:5]([S:16]([C:19]1[CH:24]=[CH:23][C:22]([O:25][CH2:26][CH:27]2[CH2:29][CH2:28]2)=[CH:21][CH:20]=1)(=[O:18])=[O:17])[CH2:6][C:7]1[CH:12]=[CH:11][C:10]([N:13]([CH3:15])[CH3:14])=[CH:9][CH:8]=1.O.[OH-].[Li+].O.Cl>C1COCC1>[CH:27]1([CH2:26][O:25][C:22]2[CH:21]=[CH:20][C:19]([S:16]([N:5]([CH2:4][C:3]([OH:30])=[O:2])[CH2:6][C:7]3[CH:8]=[CH:9][C:10]([N:13]([CH3:15])[CH3:14])=[CH:11][CH:12]=3)(=[O:18])=[O:17])=[CH:24][CH:23]=2)[CH2:29][CH2:28]1 |f:1.2.3|. Reported procedure: To a solution of 74.6 g (172.4 mmol) of the compound of Stage 1.4 in 800 ml of THF, 14.5 g (345.6 mmol) of lithium hydroxide monohydrate and 400 ml of H2O are successively added at 0-5° C. After stirring for 4 h at r.t., the mixture is neutralized with aqueous 2 mol HCl at 0-5° C. and extracted with CH2Cl2 several times. The combined extracts are dried over MgSO4 and concentrated under reduced pressure to give the title compound.